Dataset: the Open Reaction Database (ORD), a public repository of structured organic reaction records. Task: describe an organic reaction: reactants, conditions, products, and yield The reactants are [Na].COCCCOC1=C(C(=NC=C1)CS(=O)C1=NC2=C(N1)C=CC=C2)C (2-{[4-(3-Methoxypropoxy)-3-methylpyridin-2-yl]methylsulfinyl}-1H-benzimidazole sodium salt), CC(=O)C (acetone). Solvent: C(C)(=O)OCC (ethyl acetate). Conditions: temperature 5 celsius, time 12 hour. Yields the product CC(=O)C.[Na].O(C)CCCOC1=C(C(=NC=C1)CS(=O)C1=NC2=C(N1)C=CC=C2)C (2-{[4-(3-methoxylpropoxy)-3-methylpyridin-2-yl]methylsulfinyl}-1H-benzimidazole Sodium Salt Acetone). Isolated yield 146.3%. As a reaction SMILES: [Na:1].[CH3:2][O:3][CH2:4][CH2:5][CH2:6][O:7][C:8]1[CH:13]=[CH:12][N:11]=[C:10]([CH2:14][S:15]([C:17]2[NH:21][C:20]3[CH:22]=[CH:23][CH:24]=[CH:25][C:19]=3[N:18]=2)=[O:16])[C:9]=1[CH3:26].CC(C)=O>C(OCC)(=O)C>[CH3:9][C:8]([CH3:13])=[O:7].[Na:1].[O:3]([CH2:4][CH2:5][CH2:6][O:7][C:8]1[CH:13]=[CH:12][N:11]=[C:10]([CH2:14][S:15]([C:17]2[NH:18][C:19]3[CH:25]=[CH:24][CH:23]=[CH:22][C:20]=3[N:21]=2)=[O:16])[C:9]=1[CH3:26])[CH3:2] |f:0.1,4.5.6,^1:0,40|. Reported procedure: 2-{[4-(3-Methoxypropoxy)-3-methylpyridin-2-yl]methylsulfinyl}-1H-benzimidazole sodium salt (7.0 g) was dissolved in ethyl acetate (3 ml), and acetone (3 ml) was added thereto, and the mixture was stirred at 5° C. for 12 hours. The precipitated white crystals were filtered and dried to give the title compound (5.9 g). Reactants: CC#N, CSC1=Nc2c(Cl)ccc(Cl)c2C(C)N1, I, [Na+], NCCOc1ccccc1, [OH-], O, OO. The product is CC1NC(NCCOc2ccccc2)=Nc2c(Cl)ccc(Cl)c21. As a reaction SMILES: [CH3:31][C:32]#[N:33].[Cl:2][c:3]1[c:4]2[c:9]([c:10]([Cl:13])[cH:11][cH:12]1)[N:8]=[C:7]([S:14][CH3:15])[NH:6][CH:5]2[CH3:16].[IH:1].[Na+:28].[O:17]([c:18]1[cH:19][cH:20][cH:21][cH:22][cH:23]1)[CH2:24][CH2:25][NH2:26].[OH-:27].[OH2:34].[OH:29][OH:30]>>[Cl:2][c:3]1[c:4]2[c:9]([c:10]([Cl:13])[cH:11][cH:12]1)[N:8]=[C:7]([NH:26][CH2:25][CH2:24][O:17][c:18]1[cH:19][cH:20][cH:21][cH:22][cH:23]1)[NH:6][CH:5]2[CH3:16]. Starting materials: C1COCCO1, CS(=O)(=O)NC1CCCCC1Nc1nc(Cl)ncc1Cl, Cl, CCN1C(=O)CCCc2cc(N)c(OC)cc21. Product: CCN1C(=O)CCCc2cc(Nc3ncc(Cl)c(NC4CCCCC4NS(C)(=O)=O)n3)c(OC)cc21. As a reaction SMILES: [CH2:39]1[O:40][CH2:41][CH2:42][O:43][CH2:44]1.[Cl:18][c:19]1[n:20][cH:21][c:22]([Cl:37])[c:23]([NH:25][CH:26]2[CH:27]([NH:32][S:33](=[O:34])(=[O:35])[CH3:36])[CH2:28][CH2:29][CH2:30][CH2:31]2)[n:24]1.[ClH:38].[NH2:1][c:2]1[cH:3][c:4]2[c:5]([cH:14][c:15]1[O:16][CH3:17])[N:6]([CH2:12][CH3:13])[C:7](=[O:11])[CH2:8][CH2:9][CH2:10]2>>[NH:1]([c:2]1[cH:3][c:4]2[c:5]([cH:14][c:15]1[O:16][CH3:17])[N:6]([CH2:12][CH3:13])[C:7](=[O:11])[CH2:8][CH2:9][CH2:10]2)[c:19]1[n:20][cH:21][c:22]([Cl:37])[c:23]([NH:25][CH:26]2[CH:27]([NH:32][S:33](=[O:34])(=[O:35])[CH3:36])[CH2:28][CH2:29][CH2:30][CH2:31]2)[n:24]1. Reactants: FC(COC1=CC=CC(=N1)C(C)=O)(F)F (1-(6-(2,2,2-trifluoroethoxy)pyridin-2-yl)ethanone), CC(C)(C)[S@@](=O)N ((R)-2-methylpropane-2-sulfinamide), Amine-1. Yields the product CC(C)(C)[S@@](=O)NC(C)C1=NC(=CC=C1)OCC(F)(F)F ((R)-2-methyl-N-(1-(6-(2,2,2-trifluoroethoxy)pyridin-2-yl)ethyl)propane-2-sulfinamide). Isolated yield 50.0%. RXN SMILES: [F:1][C:2]([F:15])([F:14])[CH2:3][O:4][C:5]1[N:10]=[C:9]([C:11](=O)[CH3:12])[CH:8]=[CH:7][CH:6]=1.[CH3:16][C:17]([S@:20]([NH2:22])=[O:21])([CH3:19])[CH3:18]>>[CH3:16][C:17]([S@:20]([NH:22][CH:11]([C:9]1[CH:8]=[CH:7][CH:6]=[C:5]([O:4][CH2:3][C:2]([F:15])([F:14])[F:1])[N:10]=1)[CH3:12])=[O:21])([CH3:19])[CH3:18]. Reported procedure: The title compound is prepared in 50% yield (0.35 g, colorless oil) from 1-(6-(2,2,2-trifluoroethoxy)pyridin-2-yl)ethanone (0.48 g, 2.17 mmol, Step-3) and (R)-2-methylpropane-2-sulfinamide by the similar manner in Step-4 of Amine-1.